This data is from the Open Reaction Database (ORD), a public repository of structured organic reaction records. The task is: describe an organic reaction: reactants, conditions, products, and yield Starting materials: COCCCC=1C=C(C(=O)OC)C=C(C1)CCCOC (methyl 3,5-bis(3-methoxypropyl)benzoate), [OH-].[Na+] (NaOH). Solvent: CCOC(=O)C (EtOAc), C1CCOC1.CO (THF MeOH). Conditions: time 72 hour. Yields the product COCCCC=1C=C(C(=O)O)C=C(C1)CCCOC (3,5-Bis(3-methoxypropyl)benzoic acid). RXN SMILES: [CH3:1][O:2][CH2:3][CH2:4][CH2:5][C:6]1[CH:7]=[C:8]([CH:13]=[C:14]([CH2:16][CH2:17][CH2:18][O:19][CH3:20])[CH:15]=1)[C:9]([O:11]C)=[O:10].[OH-].[Na+]>C1COCC1.CO.CCOC(C)=O>[CH3:1][O:2][CH2:3][CH2:4][CH2:5][C:6]1[CH:7]=[C:8]([CH:13]=[C:14]([CH2:16][CH2:17][CH2:18][O:19][CH3:20])[CH:15]=1)[C:9]([OH:11])=[O:10] |f:1.2,3.4|. Reported procedure: To a solution of methyl 3,5-bis(3-methoxypropyl)benzoate (1 eq.) from the previous step in THF/MeOH (2:1 v/v, 0.1 M) was added 2 M aqueous NaOH (2 eq.). After stirring at rt for 72 h, the reaction was diluted with EtOAc. The organic extract was washed with 10% aqueous HCl solution, brine, dried over MgSO4, and concentrated in vacuo to afford the title compound as an oil. The reactants are O1C(OCC1)C1=CC(=C(C=C1)OS(=O)(=O)C(F)(F)F)OC (trifluoro-methanesulfonic acid 4-[1,3]dioxolan-2-yl-2-methoxy-phenyl ester), C(C#C)N1C(CCC1=O)=O (1-prop-2-ynyl-pyrrolidine-2,5-dione), [(C6H5)3P]2PdCl2, C1(=CC=CC=C1)P(CCCCP(C1=CC=CC=C1)C1=CC=CC=C1)C1=CC=CC=C1 (1,4-bis(diphenyl-phosphino)butane), TEA. Reagents/catalysts: [Cu]I (CuI). The solvent is CN(C)C=O (DMF). Yields the product O=C1N(C(CC1)=O)CC#CC1=C(C=C(C=O)C=C1)OC (4-[3-(2,5-Dioxo-pyrrolidin-1-yl)-prop-1-ynyl]-3-methoxy-benzaldehyde). Reaction SMILES: O1CC[O:3][CH:2]1[C:6]1[CH:11]=[CH:10][C:9](OS(C(F)(F)F)(=O)=O)=[C:8]([O:20][CH3:21])[CH:7]=1.[CH2:22]([N:25]1[C:29](=[O:30])[CH2:28][CH2:27][C:26]1=[O:31])[C:23]#[CH:24].C1(P(C2C=CC=CC=2)CCCCP(C2C=CC=CC=2)C2C=CC=CC=2)C=CC=CC=1>CN(C=O)C.[Cu]I>[O:31]=[C:26]1[CH2:27][CH2:28][C:29](=[O:30])[N:25]1[CH2:22][C:23]#[C:24][C:9]1[CH:10]=[CH:11][C:6]([CH:2]=[O:3])=[CH:7][C:8]=1[O:20][CH3:21]. Procedure: A mixture of 4.26 g (15 mmol) triflate (6.1b), 2.47 g (18 mmol) of 1-prop-2-ynyl-pyrrolidine-2,5-dione (7.4), 0.067 g (0.3 mmol) of [(C6H5)3P]2PdCl2, 0.143 g (0.75 mmol) CuI, 0.32 g (0.75 mmol) of 1,4-bis(diphenyl-phosphino)butane and 7 ml (50.5 mmol) of TEA in 40 ml DMF under nitrogen at 100° C. for 3 h. The inorganic salts are removed and DMF is evaporated. The residue is treated with water, extracted 3×50 ml of EtOAc, the collected organic phase is evaporated and purified by flash chromatogra... Starting materials: C1CCOC1, CN, CCOC(C)=O, CC1CN(C(=O)C(F)(F)F)CCc2nc(OS(=O)(=O)C(F)(F)F)c(Br)cc21, [Na+], O=C([O-])O. Yields the product CNc1nc2c(cc1Br)C(C)CN(C(=O)C(F)(F)F)CC2. Reaction SMILES: [CH2:30]1[O:31][CH2:32][CH2:33][CH2:34]1.[CH3:1][NH2:2].[CH3:40][CH2:41][O:42][C:43]([CH3:44])=[O:45].[F:3][C:4]([F:5])([F:6])[S:7]([O:8][c:9]1[c:10]([Br:27])[cH:11][c:12]2[c:13]([n:26]1)[CH2:14][CH2:15][N:16]([C:20]([C:21]([F:22])([F:23])[F:24])=[O:25])[CH2:17][CH:18]2[CH3:19])(=[O:28])=[O:29].[Na+:39].[O-:35][C:36]([OH:37])=[O:38]>>[CH3:1][NH:2][c:9]1[c:10]([Br:27])[cH:11][c:12]2[c:13]([n:26]1)[CH2:14][CH2:15][N:16]([C:20]([C:21]([F:22])([F:23])[F:24])=[O:25])[CH2:17][CH:18]2[CH3:19]. Starting materials: ClC1=CC(=CC=C1)C(=O)OO (m-chloroperbenzoic acid), CC(C)SC1CCN(CC1)C(=O)OC(C)(C)C (tert-Butyl 4-(propan-2-ylsulfanyl)piperidine-1-carboxylate), CC(C)SC1CCN(CC1)C(=O)OC(C)(C)C (tert-Butyl 4-(propan-2-ylsulfanyl)piperidine-1-carboxylate), ClC1=CC(=CC=C1)C(=O)OO (m-Chloroperbenzoic acid). Solvent: C(Cl)Cl (DCM), C(Cl)Cl (DCM). Conditions: time 17 hour. Product: CC(C)S(=O)C1CCN(CC1)C(=O)OC(C)(C)C (tert-Butyl 4-(propane-2-sulfinyl)piperidine-1-carboxylate). Isolated yield 73.0%. RXN SMILES: [CH3:1][CH:2]([S:4][CH:5]1[CH2:10][CH2:9][N:8]([C:11]([O:13][C:14]([CH3:17])([CH3:16])[CH3:15])=[O:12])[CH2:7][CH2:6]1)[CH3:3].ClC1C=CC=C(C(OO)=[O:26])C=1>C(Cl)Cl>[CH3:3][CH:2]([S:4]([CH:5]1[CH2:6][CH2:7][N:8]([C:11]([O:13][C:14]([CH3:15])([CH3:17])[CH3:16])=[O:12])[CH2:9][CH2:10]1)=[O:26])[CH3:1]. Reported procedure: tert-Butyl 4-(propan-2-ylsulfanyl)piperidine-1-carboxylate (prepared in an analogous manner to Intermediate 245, 0.160 g, 0.62 mmol) was dissolved in DCM (3 mL) and cooled to 0 C. m-Chloroperbenzoic acid (0.138 g, 0.62 mmol) was added, the mixture was warmed to room temperature and stirred for 17 h. Further m-chloroperbenzoic acid (0.040 g, 0.18 mmol) was added and the mixture was stirred at room temperature for 3 h. The mixture was then diluted with DCM (10 mL) and washed with saturated aq. sod... Starting materials: CC(C)(C)C(Br)C(=O)[O-], CCOC(=O)c1cc(C(C)(C)C)n[nH]1, CC(C)(C)[O-], CS(C)=O, [Cl-], O=C(O)C(F)(F)F, [K+], [NH4+]. The product is CCOC(=O)c1cc(C(C)(C)C)nn1CC(=O)O. As a reaction SMILES: [C:21]([CH3:23])([CH3:24])([CH:25]([Br:22])[C:26](=[O:27])[O-:28])[CH3:29].[C:7]([CH3:8])([CH3:9])([CH3:10])[c:11]1[n:12][nH:13][c:14]([C:16](=[O:17])[O:18][CH2:19][CH3:20])[cH:15]1.[CH3:1][C:2]([CH3:3])([O-:4])[CH3:5].[CH3:32][S:33]([CH3:34])=[O:35].[Cl-:30].[F:36][C:37]([F:38])([F:39])[C:40]([OH:41])=[O:42].[K+:6].[NH4+:31]>>[C:7]([CH3:8])([CH3:9])([CH3:10])[c:11]1[n:12][n:13]([CH2:25][C:26](=[O:27])[OH:28])[c:14]([C:16](=[O:17])[O:18][CH2:19][CH3:20])[cH:15]1. Reactants: C(C)OC(C(CC1=C(C=C(C=C1)OCCC=1N=C(SC1C)C1=CC=CC=C1)C)OCC)=O ([rac]-2-ethoxy-3-{2-methyl-4-[2-(5-methyl-2-phenyl-thiazol-4-yl)-ethoxy]-phenyl}-propionic acid ethyl ester), [Li+].[OH-] (LiOH). Yields the product C(C)OC(C(=O)O)CC1=C(C=C(C=C1)OCCC=1N=C(SC1C)C1=CC=CC=C1)C ([rac]-2-ethoxy-3-{2-methyl-4-[2-(5-methyl-2-phenyl-thiazol-4-yl)-ethoxy]-phenyl}-propionic acid). Reaction SMILES: C([O:3][C:4](=[O:32])[CH:5]([O:29][CH2:30][CH3:31])[CH2:6][C:7]1[CH:12]=[CH:11][C:10]([O:13][CH2:14][CH2:15][C:16]2[N:17]=[C:18]([C:22]3[CH:27]=[CH:26][CH:25]=[CH:24][CH:23]=3)[S:19][C:20]=2[CH3:21])=[CH:9][C:8]=1[CH3:28])C.[Li+].[OH-]>>[CH2:30]([O:29][CH:5]([CH2:6][C:7]1[CH:12]=[CH:11][C:10]([O:13][CH2:14][CH2:15][C:16]2[N:17]=[C:18]([C:22]3[CH:23]=[CH:24][CH:25]=[CH:26][CH:27]=3)[S:19][C:20]=2[CH3:21])=[CH:9][C:8]=1[CH3:28])[C:4]([OH:32])=[O:3])[CH3:31] |f:1.2|. Procedure: In analogy to the procedure described in example 10 d], [rac]-2-ethoxy-3-{2-methyl-4-[2-(5-methyl-2-phenyl-thiazol-4-yl)-ethoxy]-phenyl}-propionic acid ethyl ester was treated with LiOH to obtain [rac]-2-ethoxy-3-{2-methyl-4-[2-(5-methyl-2-phenyl-thiazol-4-yl)-ethoxy]-phenyl}-propionic acid as colorless solid. The reactants are O (Water), C(C)OC(=O)C1=C(N=C(S1)C1=CC=C(C=C1)C(F)(F)F)C (4-Methyl-2-(4-trifluoromethyl-phenyl)-thiazole-5-carboxylic acid ethyl ester), BrN1C(CCC1=O)=O (N-bromosuccinimide), N(=NC(C#N)(C)C)C(C#N)(C)C (2,2′-azobisisobutyronitrile). Run in C(Cl)(Cl)Cl (chloroform), C(Cl)(Cl)Cl (chloroform). Product: C(C)OC(=O)C1=C(N=C(S1)C1=CC=C(C=C1)C(F)(F)F)CBr (4-Bromomethyl-2-(4-trifluoromethyl-phenyl)-thiazole-5-carboxylic acid ethyl ester). Yield: 99.0%. Reaction SMILES: [CH2:1]([O:3][C:4]([C:6]1[S:10][C:9]([C:11]2[CH:16]=[CH:15][C:14]([C:17]([F:20])([F:19])[F:18])=[CH:13][CH:12]=2)=[N:8][C:7]=1[CH3:21])=[O:5])[CH3:2].[Br:22]N1C(=O)CCC1=O.N(C(C)(C)C#N)=NC(C)(C)C#N.O>C(Cl)(Cl)Cl>[CH2:1]([O:3][C:4]([C:6]1[S:10][C:9]([C:11]2[CH:16]=[CH:15][C:14]([C:17]([F:19])([F:20])[F:18])=[CH:13][CH:12]=2)=[N:8][C:7]=1[CH2:21][Br:22])=[O:5])[CH3:2]. Procedure: 4-Methyl-2-(4-trifluoromethyl-phenyl)-thiazole-5-carboxylic acid ethyl ester (1.6 g, 5.00 mmol) is dissolved into chloroform (50 mL) then N-bromosuccinimide (1.0 g, 5.5 mmol) and 2,2′-azobisisobutyronitrile (0.412 g, 2.5 mmol) are added and the reaction is heated to reflux. The reaction is monitored by TLC until no starting material remained. The reaction is allowed to cool to room temperature, then diluted with more chloroform (100 mL). Water (50 mL) is added and the two phases are separated. T...